From a dataset of the Open Reaction Database (ORD), a public repository of structured organic reaction records. describe an organic reaction: reactants, conditions, products, and yield The reactants are O=C([O-])[O-], CC(=O)c1cc2c(cc1O)CCCC2, C=CCBr, CN(C)C=O, [K+], [K+]. Product: C=CCOc1cc2c(cc1C(C)=O)CCCC2. As a reaction SMILES: [C:19](=[O:20])([O-:21])[O-:22].[C:1]([CH3:2])(=[O:3])[c:4]1[cH:5][c:6]2[c:11]([cH:12][c:13]1[OH:14])[CH2:10][CH2:9][CH2:8][CH2:7]2.[CH2:15]([CH:16]=[CH2:17])[Br:18].[CH3:25][N:26]([CH3:27])[CH:28]=[O:29].[K+:23].[K+:24]>>[C:1]([CH3:2])(=[O:3])[c:4]1[cH:5][c:6]2[c:11]([cH:12][c:13]1[O:14][CH2:17][CH:16]=[CH2:15])[CH2:10][CH2:9][CH2:8][CH2:7]2. Starting materials: FC1=CC=CC(=N1)N1N=CC=2C=NC(=CC21)C2=CN=CS2 (5-[1-(6-fluoro-2-pyridyl)pyrazolo[4,3-c]pyridin-6-yl]thiazole), C(=O)(OC(C)(C)C)N1CCNCC1 (1-N-boc-piperazine). Solvent: CS(=O)C (dimethyl sulfoxide). Conditions: temperature 95 celsius. Yields the product S1C=NC=C1C1=CC2=C(C=N1)C=NN2C2=CC=CC(=N2)N2CCN(CC2)C(=O)OC(C)(C)C (tert-butyl 4-[6-(6-thiazol-5-ylpyrazolo[4,3-c]pyridin-1-yl)-2-pyridyl]piperazine-1-carboxylate). As a reaction SMILES: F[C:2]1[N:7]=[C:6]([N:8]2[C:16]3[CH:15]=[C:14]([C:17]4[S:21][CH:20]=[N:19][CH:18]=4)[N:13]=[CH:12][C:11]=3[CH:10]=[N:9]2)[CH:5]=[CH:4][CH:3]=1.[C:22]([N:29]1[CH2:34][CH2:33][NH:32][CH2:31][CH2:30]1)([O:24][C:25]([CH3:28])([CH3:27])[CH3:26])=[O:23]>CS(C)=O>[S:21]1[C:17]([C:14]2[N:13]=[CH:12][C:11]3[CH:10]=[N:9][N:8]([C:6]4[N:7]=[C:2]([N:32]5[CH2:31][CH2:30][N:29]([C:22]([O:24][C:25]([CH3:28])([CH3:27])[CH3:26])=[O:23])[CH2:34][CH2:33]5)[CH:3]=[CH:4][CH:5]=4)[C:16]=3[CH:15]=2)=[CH:18][N:19]=[CH:20]1. Procedure: A solution of 5-[1-(6-fluoro-2-pyridyl)pyrazolo[4,3-c]pyridin-6-yl]thiazole (50 mg, 0.17 mmol) and 1-N-boc-piperazine (175 mg, 0.921 mmol) in dimethyl sulfoxide; 2.0 mL was heated at 95° C. for 8 h. The reaction was quenched with water and extracted with EtOAc. The organic layers was dried with sodium sulfate, filtered, and concentrated in vacuum to give tert-butyl 4-[6-(6-thiazol-5-ylpyrazolo[4,3-c]pyridin-1-yl)-2-pyridyl]piperazine-1-carboxylate: Starting materials: C(C)OC(C(C(=O)OCC)C1=C(C=CC=C1)F)=O (diethyl-(2-fluorophenyl)malonate), NC(=S)N (thiourea), [Na] (sodium), O (water), [Na] (sodium). The solvent is C(C)O (ethanol), C(C)O (ethanol). Run at time 15 minute. Yields the product FC1=C(C=CC=C1)C1C(NC(NC1=O)=S)=O (5-(2-fluorophenyl)-2-thiobarbituric acid). The yield is 45.8%. Reaction SMILES: [Na].C([O:4][C:5](=O)[CH:6]([C:12]1[CH:17]=[CH:16][CH:15]=[CH:14][C:13]=1[F:18])[C:7](OCC)=[O:8])C.[NH2:20][C:21]([NH2:23])=[S:22].O>C(O)C>[F:18][C:13]1[CH:14]=[CH:15][CH:16]=[CH:17][C:12]=1[CH:6]1[C:5](=[O:4])[NH:23][C:21](=[S:22])[NH:20][C:7]1=[O:8] |^1:0|. Procedure: To absolute ethanol (200 ml), sodium (3.62 g, 157 mmol) was added at room temperature under nitrogen atmosphere. The reaction mixture as stirred until all the sodium had reacted. A solution of diethyl-(2-fluorophenyl)malonate (20 g, 78.7 mmol) in absolute ethanol (50 ml) was then added followed by thiourea (8.38 g, 110 mmol). The reaction mixture was then refluxed under nitrogen atmosphere for 17 hours. The cooled reaction mixture was then poured into water (800 ml), the reswiting mixture stirre... Starting materials: COC(=O)C1=C(O)c2sc3ccccc3c2S(=O)(=O)N1C, CO, Nc1ccccn1, Cc1ccccc1C. Product: CN1C(C(=O)Nc2ccccn2)=C(O)c2sc3ccccc3c2S1(=O)=O. As a reaction SMILES: [C:1](=[O:2])([O:3][CH3:4])[C:5]1=[C:10]([OH:11])[c:9]2[c:8]([c:14]3[c:13]([s:12]2)[cH:18][cH:17][cH:16][cH:15]3)[S:7](=[O:19])(=[O:20])[N:6]1[CH3:21].[CH3:37][OH:38].[NH2:22][c:23]1[n:24][cH:25][cH:26][cH:27][cH:28]1.[c:29]1([CH3:30])[c:31]([CH3:32])[cH:33][cH:34][cH:35][cH:36]1>>[C:1](=[O:2])([C:5]1=[C:10]([OH:11])[c:9]2[c:8]([c:14]3[c:13]([s:12]2)[cH:18][cH:17][cH:16][cH:15]3)[S:7](=[O:19])(=[O:20])[N:6]1[CH3:21])[NH:22][c:23]1[n:24][cH:25][cH:26][cH:27][cH:28]1. The reactants are C=O, CCOC(C)=O, CCO, Nc1ccc(C(=O)NCc2ccc(OCc3ccccc3)cc2)cn1, O. The product is CCOCNc1ccc(C(=O)NCc2ccc(OCc3ccccc3)cc2)cn1. Reaction SMILES: [CH2:26]=[O:27].[CH3:29][CH2:30][O:31][C:32](=[O:33])[CH3:34].[CH3:35][CH2:36][OH:37].[NH2:1][c:2]1[n:3][cH:4][c:5]([C:6](=[O:7])[NH:8][CH2:9][c:10]2[cH:11][cH:12][c:13]([O:16][CH2:17][c:18]3[cH:19][cH:20][cH:21][cH:22][cH:23]3)[cH:14][cH:15]2)[cH:24][cH:25]1.[OH2:28]>>[NH:1]([c:2]1[n:3][cH:4][c:5]([C:6](=[O:7])[NH:8][CH2:9][c:10]2[cH:11][cH:12][c:13]([O:16][CH2:17][c:18]3[cH:19][cH:20][cH:21][cH:22][cH:23]3)[cH:14][cH:15]2)[cH:24][cH:25]1)[CH2:32][O:31][CH2:30][CH3:29].